This data is from the Open Reaction Database (ORD), a public repository of structured organic reaction records. The task is: describe an organic reaction: reactants, conditions, products, and yield Procedure: A mixture of 3-amino-2-bis(ethoxycarbonyl)methyl-5-chloropyridine and 6N HCl (325 mL) was heated at reflux for 4 hours. After removing the aqueous acid in vacuo, the residue was taken up in water and filtered to remove a small amount of black insoluble material. On adjustment of the filtrate to pH 6.5 with solid NaHCO3, 6-chloro-4-azaoxindole precipitated as a tan solid (2.6 g) which was collected by filtration. The filtrate was extracted with ethyl acetate and the combined extracts were dried (... The reactants are NC=1C(=NC=C(C1)Cl)C(C(=O)OCC)C(=O)OCC (3-amino-2-bis(ethoxycarbonyl)methyl-5-chloropyridine), Cl (HCl). Yields the product ClC1=CN=C2CC(NC2=C1)=O (6-chloro-4-azaoxindole). RXN SMILES: [NH2:1][C:2]1[C:3]([CH:9](C(OCC)=O)[C:10]([O:12]CC)=O)=[N:4][CH:5]=[C:6]([Cl:8])[CH:7]=1.Cl>>[Cl:8][C:6]1[CH:7]=[C:2]2[C:3]([CH2:9][C:10](=[O:12])[NH:1]2)=[N:4][CH:5]=1. Starting materials: CN(CCC(C#N)C1=CC=C(C=C1)I)C (4-dimethylamino-2-(4-iodo-phenyl)-butyronitrile), C1(=CC=CC=C1)C.CCO (toluene EtOH), C(=O)([O-])[O-].[Na+].[Na+] (Na2CO3), B1(OC(C(O1)(C)C)(C)C)C2=CC=NC=C2 (pyridine-4-boronic acid pinacol cyclic ester). Reagents/catalysts: C=1C=CC(=CC1)[P](C=2C=CC=CC2)(C=3C=CC=CC3)[Pd]([P](C=4C=CC=CC4)(C=5C=CC=CC5)C=6C=CC=CC6)([P](C=7C=CC=CC7)(C=8C=CC=CC8)C=9C=CC=CC9)[P](C=1C=CC=CC1)(C=1C=CC=CC1)C=1C=CC=CC1 (Pd(PPh3)4). The solvent is CCOC(=O)C (EtOAc), CO.C(Cl)Cl (MeOH CH2Cl2). Run at temperature 90 celsius. Yields the product CN(CCC(C#N)C1=CC=C(C=C1)C1=CC=NC=C1)C (4-dimethylamino-2-(4-pyridin-4-yl-phenyl)-butyronitrile). Reaction SMILES: [CH3:1][N:2]([CH3:15])[CH2:3][CH2:4][CH:5]([C:8]1[CH:13]=[CH:12][C:11](I)=[CH:10][CH:9]=1)[C:6]#[N:7].C1(C)C=CC=CC=1.CCO.C([O-])([O-])=O.[Na+].[Na+].B1([C:41]2[CH:46]=[CH:45][N:44]=[CH:43][CH:42]=2)OC(C)(C)C(C)(C)O1>CCOC(C)=O.C1C=CC([P]([Pd]([P](C2C=CC=CC=2)(C2C=CC=CC=2)C2C=CC=CC=2)([P](C2C=CC=CC=2)(C2C=CC=CC=2)C2C=CC=CC=2)[P](C2C=CC=CC=2)(C2C=CC=CC=2)C2C=CC=CC=2)(C2C=CC=CC=2)C2C=CC=CC=2)=CC=1.CO.C(Cl)Cl>[CH3:1][N:2]([CH3:15])[CH2:3][CH2:4][CH:5]([C:8]1[CH:13]=[CH:12][C:11]([C:41]2[CH:46]=[CH:45][N:44]=[CH:43][CH:42]=2)=[CH:10][CH:9]=1)[C:6]#[N:7] |f:1.2,3.4.5,9.10,^1:56,58,77,96|. Reported procedure: To a solution of 4-dimethylamino-2-(4-iodo-phenyl)-butyronitrile (1.02 g, 3.2 mmol) in 2:1 toluene/EtOH (30 mL) was added 2M Na2CO3 (10 mL, 20 mmol), pyridine-4-boronic acid pinacol cyclic ester (1.0 g, 4.9 mmol), and Pd(PPh3)4 (116 mg, 0.31 mmol). The resulting mixture was heated at 90° C. under Ar for 16 h. TLC (10% MeOH/CH2Cl2) showed no starting material left. The mixture was diluted with EtOAc (100 mL), washed with saturated aqueous NaHCO3 (50 mL×3), saturated aqueous NaCl (50 mL×3), dried ... The reactants are C(C)(=O)OCC1=C(C=CC=C1N1C(C2=C(C=C(C=C2C=N1)C(C)(C)C)F)=O)[B-](F)(F)F.[K+] (potassium (2-(acetoxymethyl)-3-(6-tert-butyl-8-fluoro-1-oxophthalazin-2(1H)-yl)phenyl)trifluoroborate), ClC=1C=C(C(N(N1)C)=O)NC1=NC=C(C=C1)CN(C)CCOC (6-Chloro-4-(5-{[(2-methoxy-ethyl)-methyl-amino]-methyl}-pyridin-2-ylamino)-2-methyl-2H-pyridazin-3-one), ClC=1C=C(C(N(N1)C)=O)NC1=NC=C(C=C1)CN1CCN(CC1)C (6-chloro-2-methyl-4-(5-((4-methylpiperazin-1-yl)methyl)pyridin-2-ylamino)pyridazin-3(2H)-one). Reaction conditions: time 8 hour. Product: C(C)(C)(C)C=1C=C2C=NN(C(C2=C(C1)F)=O)C1=C(C(=CC=C1)C1=NN(C(C(=C1)NC1=NC=C(C=C1)CN(C)CCOC)=O)C)CO (6-tert-Butyl-8-fluoro-2-{2-hydroxymethyl-3-[5-(5-{[(2-methoxy-ethyl)-methyl-amino]-methyl}-pyridin-2-ylamino)-1-methyl-6-oxo-1,6-dihydro-pyridazin-3-yl]-phenyl}-2H-phthalazin-1-one), crystalline white solid. Reaction SMILES: Cl[C:2]1[CH:3]=[C:4]([NH:10][C:11]2[CH:16]=[CH:15][C:14]([CH2:17][N:18]([CH2:20][CH2:21][O:22][CH3:23])[CH3:19])=[CH:13][N:12]=2)[C:5](=[O:9])[N:6]([CH3:8])[N:7]=1.ClC1C=C(NC2C=CC(CN3CCN(C)CC3)=CN=2)C(=O)N(C)N=1.C([O:51][CH2:52][C:53]1[C:58]([N:59]2[N:68]=[CH:67][C:66]3[C:61](=[C:62]([F:73])[CH:63]=[C:64]([C:69]([CH3:72])([CH3:71])[CH3:70])[CH:65]=3)[C:60]2=[O:74])=[CH:57][CH:56]=[CH:55][C:54]=1[B-](F)(F)F)(=O)C.[K+]>>[C:69]([C:64]1[CH:65]=[C:66]2[C:61](=[C:62]([F:73])[CH:63]=1)[C:60](=[O:74])[N:59]([C:58]1[CH:57]=[CH:56][CH:55]=[C:54]([C:2]3[CH:3]=[C:4]([NH:10][C:11]4[CH:16]=[CH:15][C:14]([CH2:17][N:18]([CH2:20][CH2:21][O:22][CH3:23])[CH3:19])=[CH:13][N:12]=4)[C:5](=[O:9])[N:6]([CH3:8])[N:7]=3)[C:53]=1[CH2:52][OH:51])[N:68]=[CH:67]2)([CH3:72])([CH3:70])[CH3:71] |f:2.3|. Procedure details: 6-tert-Butyl-8-fluoro-2-{2-hydroxymethyl-3-[5-(5-{[(2-methoxy-ethyl)-methyl-amino]-methyl}-pyridin-2-ylamino)-1-methyl-6-oxo-1,6-dihydro-pyridazin-3-yl]-phenyl}-2H-phthalazin-1-one was prepared using the general procedure described in example 41 substituting 6-Chloro-4-(5-{[(2-methoxy-ethyl)-methyl-amino]-methyl}-pyridin-2-ylamino)-2-methyl-2H-pyridazin-3-one for 6-chloro-2-methyl-4-(5-((4-methylpiperazin-1-yl)methyl)pyridin-2-ylamino)pyridazin-3(2H)-one in step 3. For the Suzuki reaction, potas... The reactants are O=C(Cl)Cl, C1CCNC1, CC(CN)c1ccc(-c2ccsc2)cc1. Yields the product CC(CNC(=O)N1CCCC1)c1ccc(-c2ccsc2)cc1. Reaction SMILES: [C:16](=[O:17])([Cl:18])[Cl:19].[NH:20]1[CH2:21][CH2:22][CH2:23][CH2:24]1.[s:1]1[cH:2][c:3](-[c:6]2[cH:7][cH:8][c:9]([CH:12]([CH2:13][NH2:14])[CH3:15])[cH:10][cH:11]2)[cH:4][cH:5]1>>[s:1]1[cH:2][c:3](-[c:6]2[cH:7][cH:8][c:9]([CH:12]([CH2:13][NH:14][C:16](=[O:17])[N:20]3[CH2:21][CH2:22][CH2:23][CH2:24]3)[CH3:15])[cH:10][cH:11]2)[cH:4][cH:5]1. Starting materials: [H-].[Na+] (sodium hydride), ClC1=C(CCl)C=CC(=C1)Cl (2,4-dichlorobenzyl chloride), ClC1=CC=C(OC(C(O)C2=C(C=C(C=C2)Cl)Cl)N2N=CN=C2)C=C1 (1-(4-chlorophenoxy)-2-(2,4-dichlorophenyl)-1-(1,2,4-triazol-1-yl)-ethan-2-ol), [H][H] (hydrogen). Solvent: O1CCOCC1 (dioxane), O1CCOCC1 (dioxane). Yields the product ClC1=CC=C(OC(C(C2=C(C=C(C=C2)Cl)Cl)OCC2=C(C=C(C=C2)Cl)Cl)N2N=CN=C2)C=C1 (1-(4-chlorophenoxy)-2-(2,4-dichlorobenzyloxy)-2-(2,4-dichlorophenyl)-1-(1,2,4-triazol- 1-yl)-ethane). The yield is 33.1%. Reaction SMILES: [Cl:1][C:2]1[CH:24]=[CH:23][C:5]([O:6][CH:7]([N:18]2[CH:22]=[N:21][CH:20]=[N:19]2)[CH:8]([C:10]2[CH:15]=[CH:14][C:13]([Cl:16])=[CH:12][C:11]=2[Cl:17])[OH:9])=[CH:4][CH:3]=1.[H-].[Na+].[H][H].[Cl:29][C:30]1[CH:37]=[C:36]([Cl:38])[CH:35]=[CH:34][C:31]=1[CH2:32]Cl>O1CCOCC1>[Cl:1][C:2]1[CH:3]=[CH:4][C:5]([O:6][CH:7]([N:18]2[CH:22]=[N:21][CH:20]=[N:19]2)[CH:8]([O:9][CH2:32][C:31]2[CH:34]=[CH:35][C:36]([Cl:38])=[CH:37][C:30]=2[Cl:29])[C:10]2[CH:15]=[CH:14][C:13]([Cl:16])=[CH:12][C:11]=2[Cl:17])=[CH:23][CH:24]=1 |f:1.2|. Procedure details: 19.2 g (0.05 mol) of 1-(4-chlorophenoxy)-2-(2,4-dichlorophenyl)-1-(1,2,4-triazol-1-yl)-ethan-2-ol were dissolved in 100 ml of dioxane and the solution was added dropwise to a mixture of 2 g of 80% strength sodium hydride in 100 ml of dioxane at 80° C. After the evolution of hydrogen had subsided, 10 g (0.05 mol) of 2,4-dichlorobenzyl chloride were added dropwise and the mixture was heated under reflux for 15 hours. After cooling, the solvent was distilled off in vacuo and the residue was taken u... The reactants are CO, COC(=O)c1ccc(CSc2ccccc2)cc1Nc1ccc(F)cc1, [Na+], C1CCOC1, [OH-]. Yields the product O=C(O)c1ccc(CSc2ccccc2)cc1Nc1ccc(F)cc1. RXN SMILES: [CH3:3][OH:4].[F:5][c:6]1[cH:7][cH:8][c:9]([NH:10][c:11]2[c:12]([C:13](=[O:14])[O:15][CH3:16])[cH:17][cH:18][c:19]([CH2:21][S:22][c:23]3[cH:24][cH:25][cH:26][cH:27][cH:28]3)[cH:20]2)[cH:29][cH:30]1.[Na+:2].[O:31]1[CH2:32][CH2:33][CH2:34][CH2:35]1.[OH-:1]>>[F:5][c:6]1[cH:7][cH:8][c:9]([NH:10][c:11]2[c:12]([C:13](=[O:14])[OH:15])[cH:17][cH:18][c:19]([CH2:21][S:22][c:23]3[cH:24][cH:25][cH:26][cH:27][cH:28]3)[cH:20]2)[cH:29][cH:30]1.